This data is from the Open Reaction Database (ORD), a public repository of structured organic reaction records. The task is: describe an organic reaction: reactants, conditions, products, and yield Starting materials: CC(C)C[Al+]CC(C)C, CCOC(=O)C=Cc1ccc(OC2CCCCO2)c(C)c1, [Cl-], [H-], [NH4+]. Product: Cc1cc(C=CCO)ccc1OC1CCCCO1. Reaction SMILES: [CH2:23]([Al+:24][CH2:25][CH:26]([CH3:27])[CH3:28])[CH:29]([CH3:30])[CH3:31].[CH3:1][c:2]1[cH:3][c:4]([CH:5]=[CH:6][C:7](=[O:8])[O:9][CH2:10][CH3:11])[cH:12][cH:13][c:14]1[O:15][CH:16]1[O:17][CH2:18][CH2:19][CH2:20][CH2:21]1.[Cl-:32].[H-:22].[NH4+:33]>>[CH3:1][c:2]1[cH:3][c:4]([CH:5]=[CH:6][CH2:7][OH:8])[cH:12][cH:13][c:14]1[O:15][CH:16]1[O:17][CH2:18][CH2:19][CH2:20][CH2:21]1. The reactants are [OH-].[Na+] (sodium hydroxide), C(C)(=O)NC(COC(C)=O)(COC(C)=O)CCCCCCCCCCCCCCCC (2-Acetamido-1,3-diacetoxy-2-hexadecylpropane), Cl (hydrochloric acid). Run in CO (methanol). Product: Cl.NC(CO)(CO)CCCCCCCCCCCCCCCC (2-amino-2-hexadecyl-1,3-propanediol hydrochloride). RXN SMILES: C([NH:4][C:5]([CH2:16][CH2:17][CH2:18][CH2:19][CH2:20][CH2:21][CH2:22][CH2:23][CH2:24][CH2:25][CH2:26][CH2:27][CH2:28][CH2:29][CH2:30][CH3:31])([CH2:11][O:12]C(=O)C)[CH2:6][O:7]C(=O)C)(=O)C.[OH-].[Na+].[ClH:34]>CO>[ClH:34].[NH2:4][C:5]([CH2:16][CH2:17][CH2:18][CH2:19][CH2:20][CH2:21][CH2:22][CH2:23][CH2:24][CH2:25][CH2:26][CH2:27][CH2:28][CH2:29][CH2:30][CH3:31])([CH2:6][OH:7])[CH2:11][OH:12] |f:1.2,5.6|. Procedure: 2-Acetamido-1,3-diacetoxy-2-hexadecylpropane (1.75 g) was dissolved in 100 ml of methanol and 23.8 ml of a 1 N aqueous sodium hydroxide solution was added thereto. The mixture was refluxed under heating for 6 hours. The mixture was neutralized with a 1 N aqueous hydrochloric acid solution and concentrated under reduced pressure. The concentrate was washed with water and ethyl acetate:hexane=1:1 in order to give 892 mg of 2-amino-2-hexadecyl-1,3-propanediol hydrochloride. Procedure: 2 g (16.4 mmol) of 5-amino-2-ethylpyridine (for the preparation see G. H. Cooper and R. L. Rickard, J. Chem. Soc. C, 3257-60 (1971) are dissolved in 17.7 ml of concentrated HCl, and 2.2 ml (21.4 mol) of 30% strength H2O2 solution are then carefully added. An exothermic reaction starts. The temperature is kept at about 50° C. by cooling with an ice-bath, and when the reaction has subsided the mixture is subsequently stirred at this temperature for a further 15 minutes. For working up, the mixture... The reactants are NC=1C=CC(=NC1)CC (5-amino-2-ethylpyridine), [Na] (sodium), Cl (HCl), OO (H2O2), O (water). RXN SMILES: [NH2:1][C:2]1[CH:3]=[CH:4][C:5]([CH2:8][CH3:9])=[N:6][CH:7]=1.OO.O.[Na].[ClH:14]>>[NH2:1][C:2]1[C:7]([Cl:14])=[N:6][C:5]([CH2:8][CH3:9])=[CH:4][CH:3]=1 |^1:12|. Reaction conditions: time 15 minute. Yields the product NC=1C(=NC(=CC1)CC)Cl (3-Amino-2-chloro-6-ethylpyridine). The reactants are NN1C(C2=CC=CC=C2C(=N1)N1CCOCC1)=O (2-amino-4-morpholinophthalazin-1(2H)-one), CC1=C(C(=CC(=C1)C)C)CC(=O)O (2-(2,4,6-trimethylphenyl)acetic acid). Product: N1(CCOCC1)C1=NN(C(C2=CC=CC=C12)=O)NC(CC1=C(C=C(C=C1C)C)C)=O (N-[4-(morpholin-4-yl)-1-oxophthalazin-2(1H)-yl]-2-(2,4,6-trimethylphenyl)acetamide). As a reaction SMILES: [NH2:1][N:2]1[N:11]=[C:10]([N:12]2[CH2:17][CH2:16][O:15][CH2:14][CH2:13]2)[C:9]2[C:4](=[CH:5][CH:6]=[CH:7][CH:8]=2)[C:3]1=[O:18].[CH3:19][C:20]1[CH:25]=[C:24]([CH3:26])[CH:23]=[C:22]([CH3:27])[C:21]=1[CH2:28][C:29](O)=[O:30]>>[N:12]1([C:10]2[C:9]3[C:4](=[CH:5][CH:6]=[CH:7][CH:8]=3)[C:3](=[O:18])[N:2]([NH:1][C:29](=[O:30])[CH2:28][C:21]3[C:20]([CH3:19])=[CH:25][C:24]([CH3:26])=[CH:23][C:22]=3[CH3:27])[N:11]=2)[CH2:17][CH2:16][O:15][CH2:14][CH2:13]1. Procedure: The product of Example 1B and 2-(2,4,6-trimethylphenyl)acetic acid were treated using a method similar to that described in Example 111 to give the title compound. 1H NMR (500 MHz, DMSO-d6/Deuterium Oxide) δ ppm 8.30 (d, J=7.3 Hz, 1H), 8.02 (d, J=8.0 Hz, 1H), 7.96-8.00 (m, 1H), 7.88-7.92 (m, 1H), 6.84-6.85 (bs, 2H), 3.77-3.85 (m, 4H), 3.66 (s, 2H), 3.08-3.13 (m, 4H), 2.31 (s, 6H), 2.21 (s, 3H); MS (ESI+) M/Z 407 (M+H)+. Reactants: O=C(O)Cc1c[nH]c2cccc(Br)c12, O=C([O-])O, CO, [Na+], O=S(Cl)Cl. The product is CC(C(=O)O)c1c[nH]c2cccc(Br)c12. As a reaction SMILES: [Br:5][c:6]1[c:7]2[c:8]([CH2:15][C:16](=[O:17])[OH:18])[cH:9][nH:10][c:11]2[cH:12][cH:13][cH:14]1.[C:19](=[O:20])([O-:21])[OH:22].[CH3:24][OH:25].[Na+:23].[S:1]([Cl:2])([Cl:3])=[O:4]>>[Br:5][c:6]1[c:7]2[c:8]([CH:15]([C:16](=[O:17])[OH:18])[CH3:19])[cH:9][nH:10][c:11]2[cH:12][cH:13][cH:14]1.